Dataset: the Open Reaction Database (ORD), a public repository of structured organic reaction records. Task: describe an organic reaction: reactants, conditions, products, and yield Reactants: O (H2O), ClP(C1=CC=CC=C1)(C1=CC=CC=C1)(C1=CC=CC=C1)Cl (Dichlorotriphenylphosphorane), OCC1CN(C=2C1=C1C=C(NC1=C(C2)[N+](=O)[O-])C(=O)OC)C(=O)C=2NC1=C(C(=C(C=C1C2)OC)OC)OC (methyl 1-hydroxymethyl-5-nitro-3-[(5,6,7-trimethoxyindol-2-yl)carbonyl]-1,2-dihydro-3H-pyrrolo[3,2-e]indole-7-carboxylate), ClP(C1=CC=CC=C1)(C1=CC=CC=C1)(C1=CC=CC=C1)Cl (dichlorotriphenylphosphorane). Run in N1=CC=CC=C1 (pyridine). Reaction conditions: temperature 20 celsius. The product is ClCC1CN(C=2C1=C1C=C(NC1=C(C2)[N+](=O)[O-])C(=O)OC)C(=O)C=2NC1=C(C(=C(C=C1C2)OC)OC)OC (methyl 1-(chloromethyl)-5-nitro-3-[(5,6,7-trimethoxyindol-2-yl)carbonyl]-1,2-dihydro-3H-pyrrolo[3,2-e]indole-7-carboxylate). The yield is 63.6%. As a reaction SMILES: [Cl:1]P(Cl)(C1C=CC=CC=1)(C1C=CC=CC=1)C1C=CC=CC=1.O[CH2:23][CH:24]1[C:28]2=[C:29]3[C:33](=[C:34]([N+:36]([O-:38])=[O:37])[CH:35]=[C:27]2[N:26]([C:43]([C:45]2[NH:46][C:47]4[C:52]([CH:53]=2)=[CH:51][C:50]([O:54][CH3:55])=[C:49]([O:56][CH3:57])[C:48]=4[O:58][CH3:59])=[O:44])[CH2:25]1)[NH:32][C:31]([C:39]([O:41][CH3:42])=[O:40])=[CH:30]3.O>N1C=CC=CC=1>[Cl:1][CH2:23][CH:24]1[C:28]2=[C:29]3[C:33](=[C:34]([N+:36]([O-:38])=[O:37])[CH:35]=[C:27]2[N:26]([C:43]([C:45]2[NH:46][C:47]4[C:52]([CH:53]=2)=[CH:51][C:50]([O:54][CH3:55])=[C:49]([O:56][CH3:57])[C:48]=4[O:58][CH3:59])=[O:44])[CH2:25]1)[NH:32][C:31]([C:39]([O:41][CH3:42])=[O:40])=[CH:30]3. Procedure: Dichlorotriphenylphosphorane (1.65 g, 5.1 mmol) was added to a solution of 56 (1.34 g, 2.55 mmol) in pyridine (75 mL) and the solution stirred at 20° C. After 10 min more dichlorotriphenylphosphorane (2.06 g, 6.4 mmol) was added, and after a further 10 min the solution was poured into H2O and the mixture stirred for 5 min. The precipitated solid was filtered off, washed with H2O, and redissolved in CH2Cl2 (400 mL). This solution was filtered through Celite, eluting with CH2Cl2, and the filtrate ... Starting materials: C(C)(C)(C)OC(=O)N[C@@H](CC1=CNC2=CC=CC=C12)C(=O)N[C@@H](CC1=CC=C(C=C1)OCC1=CC=CC=C1)C(=O)N[C@@H](COCC1=CC=CC=C1)C(=O)N[C@H](C)C(=O)O (Nα-t-Butoxycarbonyl-L-tryptophyl-O-benzyl-L-tyrosyl-O-benzyl-L-seryl-D-alanine), CO (methanol). Run in C(C)N(CC)CC (triethylamine). Reaction conditions: time 2 day. Product: COC([C@H](NC([C@@H](NC([C@@H](NC([C@@H](NC(=O)OC(C)(C)C)CC1=CNC2=CC=CC=C12)=O)CC1=CC=C(C=C1)OCC1=CC=CC=C1)=O)COCC1=CC=CC=C1)=O)C)=O (Nα-t-Butoxycarbonyl-L-tryptophyl-O-benzyl-L-tyrosyl-O-benzyl-L-seryl-D-alanine methyl ester). Reaction SMILES: [C:1]([O:5][C:6]([NH:8][C@H:9]([C:20]([NH:22][C@H:23]([C:39]([NH:41][C@H:42]([C:52]([NH:54][C@@H:55]([C:57]([OH:59])=[O:58])[CH3:56])=[O:53])[CH2:43][O:44][CH2:45][C:46]1[CH:51]=[CH:50][CH:49]=[CH:48][CH:47]=1)=[O:40])[CH2:24][C:25]1[CH:30]=[CH:29][C:28]([O:31][CH2:32][C:33]2[CH:38]=[CH:37][CH:36]=[CH:35][CH:34]=2)=[CH:27][CH:26]=1)=[O:21])[CH2:10][C:11]1[C:19]2[C:14](=[CH:15][CH:16]=[CH:17][CH:18]=2)[NH:13][CH:12]=1)=[O:7])([CH3:4])([CH3:3])[CH3:2].[CH3:60]O>C(N(CC)CC)C>[CH3:60][O:58][C:57](=[O:59])[C@@H:55]([CH3:56])[NH:54][C:52](=[O:53])[C@H:42]([CH2:43][O:44][CH2:45][C:46]1[CH:47]=[CH:48][CH:49]=[CH:50][CH:51]=1)[NH:41][C:39](=[O:40])[C@H:23]([CH2:24][C:25]1[CH:30]=[CH:29][C:28]([O:31][CH2:32][C:33]2[CH:34]=[CH:35][CH:36]=[CH:37][CH:38]=2)=[CH:27][CH:26]=1)[NH:22][C:20](=[O:21])[C@H:9]([CH2:10][C:11]1[C:19]2[C:14](=[CH:15][CH:16]=[CH:17][CH:18]=2)[NH:13][CH:12]=1)[NH:8][C:6]([O:5][C:1]([CH3:2])([CH3:3])[CH3:4])=[O:7]. Procedure: Nα-t-Butoxycarbonyl-L-tryptophyl-O-benzyl-L-tyrosyl-O-benzyl-L-seryl-D-alanine resin, 7.1 g., prepared in Example 1 is mixed with methanol, 600 ml., and triethylamine, 60 ml., at room temperature for 2 days. After filtration and evaporation, the crude product, 2.7 g., is chromatographed on silica gel with chloroform-methanol-water (60:30:5) to yield 1.9 g., m.p. 178°-182° C. Reactants: [O-]C#N.[K+] (Potassium cyanate), OC(C(=O)C1=NC=CC=C1)CC (2-hydroxy-1-(2-pyridyl)butan-1-one), C([O-])(O)=O.[Na+] (sodium bicarbonate). Run in O (water), Cl (HCl), Cl (hydrochloric acid). Run at time 1 hour. The product is C(C)C=1NC(OC1C1=NC=CC=C1)=O (4-Ethyl-5-(2-pyridyl)-2(3H)-oxazolone). As a reaction SMILES: [O-:1][C:2]#[N:3].[K+].O[CH:6]([CH2:15][CH3:16])[C:7]([C:9]1[CH:14]=[CH:13][CH:12]=[CH:11][N:10]=1)=[O:8].C(=O)(O)[O-].[Na+]>Cl.O>[CH2:15]([C:6]1[NH:3][C:2](=[O:1])[O:8][C:7]=1[C:9]1[CH:14]=[CH:13][CH:12]=[CH:11][N:10]=1)[CH3:16] |f:0.1,3.4|. Procedure details: Potassium cyanate (35.4 g, 0.44 mol) was added to a solution of 2-hydroxy-1-(2-pyridyl)butan-1-one (31 g, 0.15 mol) in 250 ml of 2N HCl diluted with 300 ml of water. After 1 hour the acidity was adjusted (pH=1) with concentrated hydrochloric acid and then allowed to stir overnight. The mixture was made basic by addition of aqueous sodium bicarbonate. The resulting gummy precipitate was chromatographed on silca gel and recrystallized twice from 50% aqueous ethanol to give the title compound, m.p.... The reactants are CC1(Cn2cc([N+](=O)[O-])nc2Cl)CO1, FC(F)(F)c1ccc(C=NN2CCNCC2)cc1, CN(C)C=O. Yields the product CC(O)(CN1CCN(N=Cc2ccc(C(F)(F)F)cc2)CC1)Cn1cc([N+](=O)[O-])nc1Cl. As a reaction SMILES: [Cl:1][c:2]1[n:3]([CH2:10][C:11]2([CH3:14])[O:12][CH2:13]2)[cH:4][c:5]([N+:7](=[O:8])[O-:9])[n:6]1.[N:15]1([N:21]=[CH:22][c:23]2[cH:24][cH:25][c:26]([C:29]([F:30])([F:31])[F:32])[cH:27][cH:28]2)[CH2:16][CH2:17][NH:18][CH2:19][CH2:20]1.[O:33]=[CH:34][N:35]([CH3:36])[CH3:37]>>[Cl:1][c:2]1[n:3]([CH2:10][C:11]([OH:12])([CH2:13][N:18]2[CH2:17][CH2:16][N:15]([N:21]=[CH:22][c:23]3[cH:24][cH:25][c:26]([C:29]([F:30])([F:31])[F:32])[cH:27][cH:28]3)[CH2:20][CH2:19]2)[CH3:14])[cH:4][c:5]([N+:7](=[O:8])[O-:9])[n:6]1. Reported procedure: The title compound was prepared by a similar procedure to that described in Example 3, starting from 4-(1-cyclopentylpiperidin-4-yl)-N-hydroxybutyramidine and 4-methylsulfonylbenzoyl chloride. Yields the product Cl.C1(CCCC1)N1CCC(CC1)CCCC1=NOC(=N1)C1=CC=C(C=C1)S(=O)(=O)C (1-Cyclopentyl-4-{3-[5-(4-methanesulfonylphenyl)[1,2,4]oxadiazol-3-yl]propyl}piperidine, hydrochloride). RXN SMILES: [CH:1]1([N:6]2[CH2:11][CH2:10][CH:9]([CH2:12][CH2:13][CH2:14][C:15]([NH:17][OH:18])=[NH:16])[CH2:8][CH2:7]2)[CH2:5][CH2:4][CH2:3][CH2:2]1.[CH3:19][S:20]([C:23]1[CH:31]=[CH:30][C:26]([C:27]([Cl:29])=O)=[CH:25][CH:24]=1)(=[O:22])=[O:21]>>[ClH:29].[CH:1]1([N:6]2[CH2:7][CH2:8][CH:9]([CH2:12][CH2:13][CH2:14][C:15]3[N:16]=[C:27]([C:26]4[CH:25]=[CH:24][C:23]([S:20]([CH3:19])(=[O:22])=[O:21])=[CH:31][CH:30]=4)[O:18][N:17]=3)[CH2:10][CH2:11]2)[CH2:2][CH2:3][CH2:4][CH2:5]1 |f:2.3|. Reactants: C1(CCCC1)N1CCC(CC1)CCCC(=N)NO (4-(1-cyclopentylpiperidin-4-yl)-N-hydroxybutyramidine), CS(=O)(=O)C1=CC=C(C(=O)Cl)C=C1 (4-methylsulfonylbenzoyl chloride). The reactants are COC(=O)C=1NN=C(C1)C1=CC=CC=C1 (5-Phenyl-2H-pyrazole-3-carboxylic acid methyl ester), BrCCCC(=O)OCC (Ethyl 4-bromobutanoate), C([O-])([O-])=O.[K+].[K+] (potassium carbonate). Run in C(C)#N (acetonitrile). Run at temperature 60 celsius. The product is COC(=O)C=1N(N=C(C1)C1=CC=CC=C1)CCCC(=O)OCC (2-(3-Ethoxycarbonyl-propyl)-5-phenyl-2H-pyrazole-3-carboxylic acid methyl ester). As a reaction SMILES: [CH3:1][O:2][C:3]([C:5]1[NH:6][N:7]=[C:8]([C:10]2[CH:15]=[CH:14][CH:13]=[CH:12][CH:11]=2)[CH:9]=1)=[O:4].Br[CH2:17][CH2:18][CH2:19][C:20]([O:22][CH2:23][CH3:24])=[O:21].C(=O)([O-])[O-].[K+].[K+]>C(#N)C>[CH3:1][O:2][C:3]([C:5]1[N:6]([CH2:17][CH2:18][CH2:19][C:20]([O:22][CH2:23][CH3:24])=[O:21])[N:7]=[C:8]([C:10]2[CH:15]=[CH:14][CH:13]=[CH:12][CH:11]=2)[CH:9]=1)=[O:4] |f:2.3.4|. Procedure: 5-Phenyl-2H-pyrazole-3-carboxylic acid methyl ester (9.10 g, 45.0 mmol) is taken up in 100 mL acetonitrile and heated to 60° C. Ethyl 4-bromobutanoate (8.78 g, 45.0 mmol) and potassium carbonate (8.09 g, 58.5 mmol) are added and the reaction mixture is heated to 85° C. and stirred under reflux for 5 h. The reaction mixture is filtered and the filtrate is concentrated under reduced pressure. The residue is taken up in water and extracted with ethyl acetate. The combined organic phases are dried o...